Dataset: the Open Reaction Database (ORD), a public repository of structured organic reaction records. Task: describe an organic reaction: reactants, conditions, products, and yield Reactants: BrCc1ccccc1, CC#N, [K+], [OH-], CCOP(=O)(CP(=O)(OCC)c1ccc(O)c(C(C)(C)CC(=O)O)c1)OCC. The product is CCOP(=O)(CP(=O)(OCC)c1ccc(O)c(C(C)(C)CC(=O)OCc2ccccc2)c1)OCC. As a reaction SMILES: [CH2:31]([c:32]1[cH:33][cH:34][cH:35][cH:36][cH:37]1)[Br:38].[CH3:39][C:40]#[N:41].[K+:2].[OH-:1].[OH:3][c:4]1[c:5]([C:24]([CH2:25][C:26](=[O:27])[OH:28])([CH3:29])[CH3:30])[cH:6][c:7]([P:10](=[O:11])([CH2:12][P:13](=[O:14])([O:15][CH2:16][CH3:17])[O:18][CH2:19][CH3:20])[O:21][CH2:22][CH3:23])[cH:8][cH:9]1>>[OH:3][c:4]1[c:5]([C:24]([CH2:25][C:26](=[O:27])[O:28][CH2:31][c:32]2[cH:33][cH:34][cH:35][cH:36][cH:37]2)([CH3:29])[CH3:30])[cH:6][c:7]([P:10](=[O:11])([CH2:12][P:13](=[O:14])([O:15][CH2:16][CH3:17])[O:18][CH2:19][CH3:20])[O:21][CH2:22][CH3:23])[cH:8][cH:9]1.